This data is from the Open Reaction Database (ORD), a public repository of structured organic reaction records. The task is: describe an organic reaction: reactants, conditions, products, and yield Reactants: CCOC(=O)C(C)(C)Br, CCO, [K+], CC(=O)SCC1CCCCO1, [OH-]. Yields the product CCOC(=O)C(C)(C)SCC1CCCCO1. Reaction SMILES: [Br:14][C:15]([C:16](=[O:17])[O:18][CH2:19][CH3:20])([CH3:21])[CH3:22].[CH3:23][CH2:24][OH:25].[K+:13].[O:1]1[CH:2]([CH2:7][S:8][C:9](=[O:10])[CH3:11])[CH2:3][CH2:4][CH2:5][CH2:6]1.[OH-:12]>>[O:1]1[CH:2]([CH2:7][S:8][C:15]([C:16](=[O:17])[O:18][CH2:19][CH3:20])([CH3:21])[CH3:22])[CH2:3][CH2:4][CH2:5][CH2:6]1. The reactants are CC(=O)OCC1=C(N2[C@@H]([C@@H](C2=O)N)SC1)C(=O)O (7-amino-cephalosporanic acid), B(F)(F)F (boron trifluoride), C(C=C)O (allyl alcohol). Run in C(C)N(CC)CC (triethylamine). Product: C(C=C)OCC=1CS[C@H]2N(C1C(=O)O)C(C2N)=O (3-allyloxymethyl-7-amino-ceph-3-eme-4-carboxylic acid). As a reaction SMILES: [CH3:1][C:2]([O:4][CH2:5][C:6]1[CH2:15][S:14][C@@H:9]2[C@H:10]([NH2:13])[C:11](=[O:12])[N:8]2[C:7]=1[C:16]([OH:18])=[O:17])=O.B(F)(F)F.[CH2:23](O)C=C>C(N(CC)CC)C>[CH2:2]([O:4][CH2:5][C:6]1[CH2:15][S:14][C@@H:9]2[CH:10]([NH2:13])[C:11](=[O:12])[N:8]2[C:7]=1[C:16]([OH:18])=[O:17])[CH:1]=[CH2:23]. Procedure details: Using the procedure of Step A of Example 8, 27.2 g of 7-amino-cephalosporanic acid, 170 ml of the etherate of boron trifluoride, 136 ml of allyl alcohol and 115 ml of triethylamine were reacted and the 9 g of raw product was purified successively twice with hot hydrochloric acid and ammonium hydroxide to obtain 4.72 g of 3-allyloxymethyl-7-amino-ceph-3-eme-4-carboxylic acid. The reactants are FC(S(=O)(=O)OC=1C=C2C(=CN1)SC=C2Br)(F)F (3-bromothieno[2,3-c]pyridin-5-yl trifluoromethanesulfonate), O.[OH-].[Li+] (lithium hydroxide monohydrate). Solvent: CS(=O)C (dimethyl sulfoxide). Run at temperature 75 celsius. Product: BrC1=CSC2=CN=C(C=C21)O (3-bromothieno[2,3-c]pyridin-5-ol). Yield: 100.0%. RXN SMILES: FC(F)(F)S([O:6][C:7]1[CH:8]=[C:9]2[C:15]([Br:16])=[CH:14][S:13][C:10]2=[CH:11][N:12]=1)(=O)=O.O.[OH-].[Li+]>CS(C)=O>[Br:16][C:15]1[C:9]2[C:10](=[CH:11][N:12]=[C:7]([OH:6])[CH:8]=2)[S:13][CH:14]=1 |f:1.2.3|. Procedure details: A mixture of 3-bromothieno[2,3-c]pyridin-5-yl trifluoromethanesulfonate (145 mg, 0.400 mmol), lithium hydroxide monohydrate (173 mg, 4.00 mmol) and dimethyl sulfoxide (10 mL) was heated at 75° C. for 2.5 h. The solvent was removed and the residue was neutralized with aqueous 2 N HCl. The residue was then extracted with 30% n-BuOH:EtOAc (3×50 mL). The combined organic extracts were washed with water (2×10 mL) and brine (10 mL), dried over MgSO4, and concentrated in vacuo to afford 92 mg (100%) of... The reactants are CCOCC, [Li]C, O=Cc1cnc(C2OCCO2)s1, C1CCOC1, O=C(O)CC(O)(CC(=O)O)C(=O)O. Yields the product CC(O)c1cnc(C2OCCO2)s1. RXN SMILES: [CH2:13]([O:14][CH2:15][CH3:16])[CH3:17].[CH3:18][Li:19].[O:1]1[CH:2]([c:6]2[s:7][c:8]([CH:11]=[O:12])[cH:9][n:10]2)[O:3][CH2:4][CH2:5]1.[O:33]1[CH2:34][CH2:35][CH2:36][CH2:37]1.[OH:20][C:21]([CH2:22][C:23]([C:24](=[O:25])[OH:26])([CH2:27][C:28](=[O:29])[OH:30])[OH:31])=[O:32]>>[O:1]1[CH:2]([c:6]2[s:7][c:8]([CH:11]([OH:12])[CH3:13])[cH:9][n:10]2)[O:3][CH2:4][CH2:5]1. Starting materials: ClC=1C=C(C(=O)O)C=CC1C(NC1=CC(=C(C=C1)Cl)C1=NC=CC=C1)=O (3-chloro-4-(4-chloro-3-(pyridin-2-yl)phenylcarbamoyl)benzoic acid), FC(CN)(F)F (2,2,2-trifluoroethylamine). Yields the product ClC1=C(C(=O)NC2=CC(=C(C=C2)Cl)C2=NC=CC=C2)C=CC(=C1)C(=O)NCC(F)(F)F (2-chloro-N1-(4-chloro-3-(pyridin-2-yl)phenyl)-N4-(2,2,2-trifluoroethyl)terephthalamide). Reaction SMILES: [Cl:1][C:2]1[CH:3]=[C:4]([CH:8]=[CH:9][C:10]=1[C:11](=[O:26])[NH:12][C:13]1[CH:18]=[CH:17][C:16]([Cl:19])=[C:15]([C:20]2[CH:25]=[CH:24][CH:23]=[CH:22][N:21]=2)[CH:14]=1)[C:5](O)=[O:6].[F:27][C:28]([F:32])([F:31])[CH2:29][NH2:30]>>[Cl:1][C:2]1[CH:3]=[C:4]([C:5]([NH:30][CH2:29][C:28]([F:32])([F:31])[F:27])=[O:6])[CH:8]=[CH:9][C:10]=1[C:11]([NH:12][C:13]1[CH:18]=[CH:17][C:16]([Cl:19])=[C:15]([C:20]2[CH:25]=[CH:24][CH:23]=[CH:22][N:21]=2)[CH:14]=1)=[O:26]. Procedure details: 75 mg of 3-chloro-4-(4-chloro-3-(pyridin-2-yl)phenylcarbamoyl)benzoic acid was coupled to 2,2,2-trifluoroethylamine via Procedure G. The product was purified on reverse phase HPLC to yield 2-chloro-N1-(4-chloro-3-(pyridin-2-yl)phenyl)-N4-(2,2,2-trifluoroethyl)terephthalamide. MS (Q1) 469 (M)+.